Dataset: the Open Reaction Database (ORD), a public repository of structured organic reaction records. Task: describe an organic reaction: reactants, conditions, products, and yield The reactants are ClC1=C(C=CC(=C1)C#N)O (2-chloro-4-cyanophenol), BrCCCCl (3-bromo-1-chloropropane), C([O-])([O-])=O.[K+].[K+] (potassium carbonate). Run in CN(C=O)C (dimethylformamide). Conditions: temperature 100 celsius. Yields the product ClC1=C(OCCCCl)C=CC(=C1)C#N (3-(2-chloro-4-cyanophenoxy)propyl chloride). Yield: 95.0%. As a reaction SMILES: [Cl:1][C:2]1[CH:7]=[C:6]([C:8]#[N:9])[CH:5]=[CH:4][C:3]=1[OH:10].Br[CH2:12][CH2:13][CH2:14][Cl:15].C(=O)([O-])[O-].[K+].[K+]>CN(C)C=O>[Cl:1][C:2]1[CH:7]=[C:6]([C:8]#[N:9])[CH:5]=[CH:4][C:3]=1[O:10][CH2:12][CH2:13][CH2:14][Cl:15] |f:2.3.4|. Procedure: A mixture of 2-chloro-4-cyanophenol (2.15 g), 3-bromo-1-chloropropane (2.3 g), dimethylformamide (3 ml) and potassium carbonate (1.5 g) was heated at 100° C. for one hour. After the inorganic salt was filtered off, the solvent was distilled off and the residue was dissolved in chloroform. The solution was chromatographed on a column of silica gel (80 g) and eluted with a solution of petroleum ether-ethyl acetate (10:1) to give 3.06 g of 3-(2-chloro-4-cyanophenoxy)propyl chloride as a colorless o... Reactants: NC[C@H]1N(CCC[C@H]1C)C(=O)C1=C(C=CC(=C1)C)C1=NC=CC=N1 (((2S,3R)-2-(aminomethyl)-3-methylpiperidin-1-yl)(5-methyl-2-(pyrimidin-2-yl)phenyl)methanone), ClC=1N=NC(=CC1)C(F)(F)F (3-chloro-6-(trifluoromethyl)pyridazine). The product is C[C@H]1[C@H](N(CCC1)C(=O)C1=C(C=CC(=C1)C)C1=NC=CC=N1)CNC=1N=NC(=CC1)C(F)(F)F (((2S,3R)-3-Methyl-2-(((6-(trifluoromethyl)pyridazin-3-yl)amino)methyl)piperidin-1-yl)(5-methyl-2-(pyrimidin-2-yl)phenyl)methanone). Reaction SMILES: [NH2:1][CH2:2][C@@H:3]1[C@H:8]([CH3:9])[CH2:7][CH2:6][CH2:5][N:4]1[C:10]([C:12]1[CH:17]=[C:16]([CH3:18])[CH:15]=[CH:14][C:13]=1[C:19]1[N:24]=[CH:23][CH:22]=[CH:21][N:20]=1)=[O:11].Cl[C:26]1[N:27]=[N:28][C:29]([C:32]([F:35])([F:34])[F:33])=[CH:30][CH:31]=1>>[CH3:9][C@@H:8]1[CH2:7][CH2:6][CH2:5][N:4]([C:10]([C:12]2[CH:17]=[C:16]([CH3:18])[CH:15]=[CH:14][C:13]=2[C:19]2[N:20]=[CH:21][CH:22]=[CH:23][N:24]=2)=[O:11])[C@@H:3]1[CH2:2][NH:1][C:26]1[N:27]=[N:28][C:29]([C:32]([F:35])([F:34])[F:33])=[CH:30][CH:31]=1. Procedure: The title compound was prepared following the same general protocol as described for Example A1, using ((2S,3R)-2-(aminomethyl)-3-methylpiperidin-1-yl)(5-methyl-2-(pyrimidin-2-yl)phenyl)methanone and 3-chloro-6-(trifluoromethyl)pyridazine. ESI-MS (m/z): 471 [M+1]+. Procedure: To a slurry of powdered sodium benzoate (3.5 g, 24.3 mmol) in DMF (25 ml) at 90° C. was added tris(methanesulfonyl)-5-methyluridine (IX, 5.0 g, 10.2 mmol). The reaction was stirred for 5.5 hours at 90° C. HBr/HOAc (30-32%, 5 ml, 25.1 mmol) was added and the reaction was stirred for one hour. The reaction mixture was cooled to 25° C. and zinc dust (2.0 g, 30.6 mmol) was added. The reaction was stirred for 30 minutes. The excess zinc was removed by filtration and washed with 2×100 ml methanol. To ... RXN SMILES: [C:1]([O-:9])(=O)[C:2]1[CH:7]=[CH:6][CH:5]=[CH:4][CH:3]=1.[Na+].CS([C@@:15]1(O)[C@:19](S(C)(=O)=O)(O)[C@@H:18]([CH:25](S(C)(=O)=O)[OH:26])[O:17][C@H:16]1[N:31]1[CH:38]=[C:37]([CH3:39])[C:35](=[O:36])[NH:34][C:32]1=[O:33])(=O)=O.Br.CC(O)=O>CN(C=O)C.[Zn]>[C:1]([CH:25]([OH:26])[C@H:18]1[O:17][C@@H:16]([N:31]2[CH:38]=[C:37]([CH3:39])[C:35](=[O:36])[NH:34][C:32]2=[O:33])[CH:15]=[CH:19]1)(=[O:9])[C:2]1[CH:3]=[CH:4][CH:5]=[CH:6][CH:7]=1 |f:0.1,3.4|. Reagents/catalysts: [Zn] (zinc). Starting materials: C(C1=CC=CC=C1)(=O)[O-].[Na+] (sodium benzoate), CS(=O)(=O)[C@@]1([C@@H](O[C@@H]([C@]1(O)S(=O)(=O)C)C(O)S(=O)(=O)C)N1C(=O)NC(=O)C(=C1)C)O (2',3',5'-tris(methanesulfonyl)-5-methyluridine), Br.CC(=O)O (HBr HOAc). Solvent: CN(C)C=O (DMF). Conditions: temperature 90 celsius, time 5.5 hour. Yields the product C(C1=CC=CC=C1)(=O)C([C@@H]1C=C[C@@H](O1)N1C(=O)NC(=O)C(C)=C1)O (5'-Benzoyl-2',3'-didehydro-3'-deoxythymidine). The reactants are CC(C)(C)OC(=O)NCc1cccnc1, CCO, O=C(OO)c1cccc(Cl)c1. The product is O=C(O)c1cccc(Cl)c1. Reaction SMILES: [C:1]([O:2][C:3](=[O:4])[NH:5][CH2:6][c:7]1[cH:8][n:9][cH:10][cH:11][cH:12]1)([CH3:13])([CH3:14])[CH3:15].[CH3:27][CH2:28][OH:29].[OH:16][O:17][C:18](=[O:19])[c:20]1[cH:21][cH:22][cH:23][c:24]([Cl:25])[cH:26]1>>[O:17]=[C:18]([OH:19])[c:20]1[cH:21][cH:22][cH:23][c:24]([Cl:25])[cH:26]1.